From a dataset of the Open Reaction Database (ORD), a public repository of structured organic reaction records. describe an organic reaction: reactants, conditions, products, and yield Reactants: CO, COC(=O)C1(c2ccc([N+](=O)[O-])cc2)CC1. The product is COC(=O)C1(c2ccc(N)cc2)CC1. As a reaction SMILES: [CH3:17][OH:18].[N+:1]([O-:2])(=[O:3])[c:4]1[cH:5][cH:6][c:7]([C:10]2([C:13](=[O:14])[O:15][CH3:16])[CH2:11][CH2:12]2)[cH:8][cH:9]1>>[NH2:1][c:4]1[cH:5][cH:6][c:7]([C:10]2([C:13](=[O:14])[O:15][CH3:16])[CH2:11][CH2:12]2)[cH:8][cH:9]1.